Dataset: the Open Reaction Database (ORD), a public repository of structured organic reaction records. Task: describe an organic reaction: reactants, conditions, products, and yield Starting materials: C(C(=O)Cl)(=O)Cl (Oxalyl chloride), C1(=CC=CC=C1)C=1C=C(C(=O)O)C=CC1 (3-phenylbenzoic acid), C1(CCCCC1)N (Cyclohexylamine), acid chloride. The solvent is C1CCOC1.CN(C)C=O (THF DMF). Reaction conditions: time 2.5 hour. The product is C1(CCCCC1)NC(C1=CC(=CC=C1)C1=CC=CC=C1)=O (N-cyclohexyl 3-phenylbenzamide). RXN SMILES: C(Cl)(=O)C(Cl)=O.[C:7]1([C:13]2[CH:14]=[C:15]([CH:19]=[CH:20][CH:21]=2)[C:16]([OH:18])=O)[CH:12]=[CH:11][CH:10]=[CH:9][CH:8]=1.[CH:22]1([NH2:28])[CH2:27][CH2:26][CH2:25][CH2:24][CH2:23]1>C1COCC1.CN(C=O)C>[CH:22]1([NH:28][C:16](=[O:18])[C:15]2[CH:19]=[CH:20][CH:21]=[C:13]([C:7]3[CH:8]=[CH:9][CH:10]=[CH:11][CH:12]=3)[CH:14]=2)[CH2:27][CH2:26][CH2:25][CH2:24][CH2:23]1 |f:3.4|. Procedure details: Oxalyl chloride (132 μL, 1.5 mmol) was added over a 10 minute period to a mixture of 3-phenylbenzoic acid (200 mg, 1 mmol) dissolved in a mixture THF/DMF (3.5 mL/58 μL). After the addition, the reaction was stirred at room temperature for 2.5 hours. Cyclohexylamine (286 μL, 2.5 mmol) was then added into half of the acid chloride solution at 0° C. The reaction was then stirred at room temperature for 18 hours. The reaction was concentrated and water was added to the residue. The aqueous phase was... The reactants are N1=C(C=CC=C1)C(=O)O (picolinic acid), NC1=C(C(=C(C(=C1O)F)C1=CC=CC=C1)C)C#N (4-amino-6-fluoro-5-hydroxy-2-methylbiphenyl-3-carbonitrile), C(C)(C)N(CC)C(C)C (diisopropylethylamine), C(C(=O)Cl)(=O)Cl (oxalyl chloride), CN([C@@H]1CNCC1)C ((3S)-3-(dimethylamino)pyrrolidine). The solvent is ClCCl (dichloromethane), CN(C=O)C (dimethylformamide), ClCCl (dichloromethane), CS(=O)C (dimethyl sulfoxide), C(C)N(CC)CC (triethylamine), C(Cl)(Cl)Cl (chloroform). Conditions: time 10 minute. Yields the product CN([C@@H]1CN(CC1)C=1C(=C(C(=C2N=C(OC21)C2=NC=CC=C2)C#N)C)C2=CC=CC=C2)C (7-[(3S)-3-(Dimethylamino)pyrrolidin-1-yl]-5-methyl-6-phenyl-2-(pyridin-2-yl)-1,3-benzoxazole-4-carbonitrile). RXN SMILES: C(Cl)(=O)C(Cl)=O.[N:7]1[CH:12]=[CH:11][CH:10]=[CH:9][C:8]=1[C:13]([OH:15])=O.[NH2:16][C:17]1[C:22](O)=[C:21](F)[C:20]([C:25]2[CH:30]=[CH:29][CH:28]=[CH:27][CH:26]=2)=[C:19]([CH3:31])[C:18]=1[C:32]#[N:33].C(N(C(C)C)CC)(C)C.[CH3:43][N:44]([CH3:50])[C@H:45]1[CH2:49][CH2:48][NH:47][CH2:46]1>C(Cl)(Cl)Cl.CS(C)=O.C(N(CC)CC)C.ClCCl.CN(C)C=O>[CH3:43][N:44]([CH3:50])[C@H:45]1[CH2:49][CH2:48][N:47]([C:21]2[C:20]([C:25]3[CH:30]=[CH:29][CH:28]=[CH:27][CH:26]=3)=[C:19]([CH3:31])[C:18]([C:32]#[N:33])=[C:17]3[C:22]=2[O:15][C:13]([C:8]2[CH:9]=[CH:10][CH:11]=[CH:12][N:7]=2)=[N:16]3)[CH2:46]1. Procedure: With cooling with ice, oxalyl chloride (262 μl, 3 mmol) and a catalytic amount of dimethylformamide were added to a dichloromethane (7 ml) suspension of picolinic acid (271 mg, 2.2 mmol), followed by stirring at the same temperature for 10 minutes and stirring at room temperature for 20 minutes. After again cooling with ice, a dichloromethane suspension of 4-amino-6-fluoro-5-hydroxy-2-methylbiphenyl-3-carbonitrile (I-41) (458 mg, 2.0 mmol) and diisopropylethylamine (697 μl, 4 mmol) were added, f... The reactants are NC=1C=C(C=CC1)C(F)(F)F (m-Aminobenzotrifluoride), stannous chloride dihydrate, N(=O)[O-].[Na+] (sodium nitrite). Solvent: Cl (hydrochloric acid), O (water), Cl (hydrochloric acid). The product is FC(C=1C=C(C=CC1)NN)(F)F (m-Trifluoromethylphenyl-hydrazine). RXN SMILES: [NH2:1][C:2]1[CH:3]=[C:4]([C:8]([F:11])([F:10])[F:9])[CH:5]=[CH:6][CH:7]=1.[N:12]([O-])=O.[Na+]>O.Cl>[F:11][C:8]([F:9])([F:10])[C:4]1[CH:3]=[C:2]([NH:1][NH2:12])[CH:7]=[CH:6][CH:5]=1 |f:1.2|. Procedure details: m-Aminobenzotrifluoride (48.34 g: 0.3 mole) was cooled and treated with concentrated hydrochloric acid (137 ml) added dropwise. The paste was stirred at 0° and a solution of sodium nitrite (19.1 g) in water (137 ml) was added at 0°-5° with stirring. An almost clear solution was obtained. Then a solution of stannous chloride dihydrate (191.3 g) in concentrated hydrochloric acid (137 ml) was added dropwise with stirring at 0°-10°. Reactants: COC(=O)CCC1=CC(=C(C(=C1)C)C=1NC2=CC(=CC=C2C1)C(=O)O)C (2-[4-(2-methoxycarbonylethyl)-2,6-dimethylphenyl]-1H-indole-6-carboxylic acid), C(C)(C)(C)C1=CC=C(N)C=C1 (4-tert-butylaniline), CCN=C=NCCCN(C)C (EDCI), C=1C=CC2=C(C1)N=NN2O (HOBT). Run in C1CCOC1 (THF). Reaction conditions: temperature 150 celsius. Product: COC(CCC1=CC(=C(C(=C1)C)C=1NC2=CC(=CC=C2C1)C(NC1=CC=C(C=C1)C(C)(C)C)=O)C)=O (3-{4-[6-(4-tert-butylphenylcarbamoyl)-1H-indol-2-yl]-3,5-dimethylphenyl}-propionic acid methyl ester). RXN SMILES: [CH3:1][O:2][C:3]([CH2:5][CH2:6][C:7]1[CH:12]=[C:11]([CH3:13])[C:10]([C:14]2[NH:15][C:16]3[C:21]([CH:22]=2)=[CH:20][CH:19]=[C:18]([C:23](O)=[O:24])[CH:17]=3)=[C:9]([CH3:26])[CH:8]=1)=[O:4].[C:27]([C:31]1[CH:37]=[CH:36][C:34]([NH2:35])=[CH:33][CH:32]=1)([CH3:30])([CH3:29])[CH3:28].CCN=C=NCCCN(C)C.C1C=CC2N(O)N=NC=2C=1>C1COCC1>[CH3:1][O:2][C:3](=[O:4])[CH2:5][CH2:6][C:7]1[CH:8]=[C:9]([CH3:26])[C:10]([C:14]2[NH:15][C:16]3[C:21]([CH:22]=2)=[CH:20][CH:19]=[C:18]([C:23](=[O:24])[NH:35][C:34]2[CH:36]=[CH:37][C:31]([C:27]([CH3:30])([CH3:29])[CH3:28])=[CH:32][CH:33]=2)[CH:17]=3)=[C:11]([CH3:13])[CH:12]=1. Procedure: A mixture of 2-[4-(2-methoxycarbonylethyl)-2,6-dimethylphenyl]-1H-indole-6-carboxylic acid (100 mg, 280 μmol), 4-tert-butylaniline (45 μL, 290 μmol), EDCI (82 mg, 430 μmol) and HOBT (42 mg, 310 μmol) in THF (10 mL) was heated in a microwave apparatus at 150° C. for 3 h. The solvent was removed under reduced pressure and the residue was chromatographed using a 10-60% gradient of heptane/ethyl acetate to give 3-{4-[6-(4-tert-butylphenylcarbamoyl)-1H-indol-2-yl]-3,5-dimethylphenyl}-propionic acid m... Starting materials: O=C(Cl)N1CC(Oc2ccc(Cl)cc2Cl)C1, [NH4+], C1CCOC1, [OH-], O. Product: NC(=O)N1CC(Oc2ccc(Cl)cc2Cl)C1. As a reaction SMILES: [Cl:1][c:2]1[c:3]([O:4][CH:5]2[CH2:6][N:7]([C:9](=[O:10])[Cl:11])[CH2:8]2)[cH:12][cH:13][c:14]([Cl:16])[cH:15]1.[NH4+:17].[O:19]1[CH2:20][CH2:21][CH2:22][CH2:23]1.[OH-:18].[OH2:24]>>[Cl:1][c:2]1[c:3]([O:4][CH:5]2[CH2:6][N:7]([C:9](=[O:10])[NH2:17])[CH2:8]2)[cH:12][cH:13][c:14]([Cl:16])[cH:15]1. Reactants: O=C(CC(=O)Oc1c(Cl)cc(Cl)cc1Cl)Oc1c(Cl)cc(Cl)cc1Cl, O=[N+]([O-])C=C1NCCS1, Cc1c(O)c([N+](=O)[O-])c2n(c1=O)CCS2, Cc1ccccc1C. Yields the product O=c1cc(O)c([N+](=O)[O-])c2n1CCS2. RXN SMILES: [Cl:25][c:26]1[cH:27][c:28]([Cl:29])[cH:30][c:31]([Cl:32])[c:33]1[O:34][C:35](=[O:36])[CH2:37][C:38]([O:39][c:40]1[c:41]([Cl:42])[cH:43][c:44]([Cl:45])[cH:46][c:47]1[Cl:48])=[O:49].[N+:16]([CH:17]=[C:18]1[NH:19][CH2:20][CH2:21][S:22]1)([O-:23])=[O:24].[OH:1][c:2]1[c:3]([N+:13](=[O:14])[O-:15])[c:4]2[n:5]([c:6](=[O:9])[c:7]1[CH3:8])[CH2:10][CH2:11][S:12]2.[c:50]1([CH3:51])[c:52]([CH3:53])[cH:54][cH:55][cH:56][cH:57]1>>[OH:1][c:2]1[c:3]([N+:13](=[O:14])[O-:15])[c:4]2[n:5]([c:6](=[O:9])[cH:7]1)[CH2:10][CH2:11][S:12]2. Reactants: ClC1=CC=C(C=C1)C1=C(C(=NN1C1=C(C=C(C=C1)Cl)Cl)C(=O)N1CCC(CC1)(N)C1=CC=CC=C1)C (1-{[5-(4-Chlorophenyl)-1-(2,4-dichlorophenyl)-4-methyl-1H-pyrazol-3-yl]carbonyl}-4-phenylpiperidin-4-amine), C(C)(=O)OC(C)=O (acetic anhydride). Run in N1=CC=CC=C1 (pyridine). Yields the product ClC1=CC=C(C=C1)C1=C(C(=NN1C1=C(C=C(C=C1)Cl)Cl)C(=O)N1CCC(CC1)(C1=CC=CC=C1)NC(C)=O)C (N-(1-{[5-(4-chlorophenyl)-1-(2,4-dichlorophenyl)-4-methyl-1H-pyrazol-3-yl]carbonyl}-4-phenylpiperidin-4-yl)acetamide). Isolated yield 71.0%. As a reaction SMILES: [Cl:1][C:2]1[CH:7]=[CH:6][C:5]([C:8]2[N:12]([C:13]3[CH:18]=[CH:17][C:16]([Cl:19])=[CH:15][C:14]=3[Cl:20])[N:11]=[C:10]([C:21]([N:23]3[CH2:28][CH2:27][C:26]([C:30]4[CH:35]=[CH:34][CH:33]=[CH:32][CH:31]=4)([NH2:29])[CH2:25][CH2:24]3)=[O:22])[C:9]=2[CH3:36])=[CH:4][CH:3]=1.[C:37](OC(=O)C)(=[O:39])[CH3:38]>N1C=CC=CC=1>[Cl:1][C:2]1[CH:7]=[CH:6][C:5]([C:8]2[N:12]([C:13]3[CH:18]=[CH:17][C:16]([Cl:19])=[CH:15][C:14]=3[Cl:20])[N:11]=[C:10]([C:21]([N:23]3[CH2:24][CH2:25][C:26]([NH:29][C:37](=[O:39])[CH3:38])([C:30]4[CH:31]=[CH:32][CH:33]=[CH:34][CH:35]=4)[CH2:27][CH2:28]3)=[O:22])[C:9]=2[CH3:36])=[CH:4][CH:3]=1. Reported procedure: 1-{[5-(4-Chlorophenyl)-1-(2,4-dichlorophenyl)-4-methyl-1H-pyrazol-3-yl]carbonyl}-4-phenylpiperidin-4-amine (1 eq, 35.3 mg, 0.066 mmol) was stirred in a mixture of acetic anhydride (2 mL) and pyridine (2 mL) for 16 h. The reaction was concentrated in vacuo. The crude reaction material was then purified by silica gel column chromatography using 0-100% ethyl acetate/hexane to yield pure N-(1-{[5-(4-chlorophenyl)-1-(2,4-dichlorophenyl)-4-methyl-1H-pyrazol-3-yl]carbonyl}-4-phenylpiperidin-4-yl)acetam...